From a dataset of the Open Reaction Database (ORD), a public repository of structured organic reaction records. describe an organic reaction: reactants, conditions, products, and yield Starting materials: Cl (Hydrogen chloride), CC(CC=1N=C(N(C1)S(=O)(=O)N(C)C)C(CC1=CC=C(C=C1)C1=NC=C(C=C1)F)O)(C)C (4-(2,2-dimethylpropyl)-2-{2-[4-(5-fluoropyridin-2-yl)phenyl]-1-hydroxyethyl}-N,N-dimethyl-1H-imidazole-1-sulfonamide). Solvent: CO (methanol). Reaction conditions: temperature 70 celsius, time 1 hour. Product: CC(CC=1N=C(NC1)C(CC1=CC=C(C=C1)C1=NC=C(C=C1)F)O)(C)C (1-[4-(2,2-dimethylpropyl)-1H-imidazol-2-yl]-2-[4-(5-fluoropyridin-2-yl)phenyl]ethanol). As a reaction SMILES: Cl.[CH3:2][C:3]([CH3:33])([CH3:32])[CH2:4][C:5]1[N:6]=[C:7]([CH:16]([OH:31])[CH2:17][C:18]2[CH:23]=[CH:22][C:21]([C:24]3[CH:29]=[CH:28][C:27]([F:30])=[CH:26][N:25]=3)=[CH:20][CH:19]=2)[N:8](S(N(C)C)(=O)=O)[CH:9]=1>CO>[CH3:2][C:3]([CH3:33])([CH3:32])[CH2:4][C:5]1[N:6]=[C:7]([CH:16]([OH:31])[CH2:17][C:18]2[CH:23]=[CH:22][C:21]([C:24]3[CH:29]=[CH:28][C:27]([F:30])=[CH:26][N:25]=3)=[CH:20][CH:19]=2)[NH:8][CH:9]=1. Procedure details: Hydrogen chloride (4 M in 1,4-dioxane) (2 mL, 8 mmol) was added to a solution of 4-(2,2-dimethylpropyl)-2-{2-[4-(5-fluoropyridin-2-yl)phenyl]-1-hydroxyethyl}-N,N-dimethyl-1H-imidazole-1-sulfonamide (207 mg, 0.45 mmol) in methanol (4 mL). After stirring at 70° C. for 1 h, volatiles were removed. The residue was partitioned between methanol/ethyl acetate and 10% aqueous sodium hydroxide. The aqueous phase was extracted with ethyl acetate. The combined organic extracts were dried (magnesium sulfate... Reactants: BrCC1OCC(C(CO1)O)O (2-bromomethyl-5,6-dihydroxy-1,3-dioxepane), CC(=O)C (acetone), BrCC1OCC(C(CO1)O)O (2-bromomethyl-5,6-dihydroxy-1,3-dioxepane). The reagents and catalysts are C1(=CC=C(C=C1)S(=O)(=O)O)C (p-toluenesulphonic acid). Solvent: C(Cl)Cl (methylene chloride). Reaction conditions: time 9 hour. Product: BrCC1OCC2OC(OC2CO1)(C)C (4-bromomethyl-9,9-dimethyl-3,5,8,10-tetraoxabicyclo[5,3,0]decane). The yield is 93.0%. Reaction SMILES: [Br:1][CH2:2][CH:3]1[O:9][CH2:8][CH:7]([OH:10])[CH:6]([OH:11])[CH2:5][O:4]1.[CH3:12][C:13]([CH3:15])=O>C1(C)C=CC(S(O)(=O)=O)=CC=1.C(Cl)Cl>[Br:1][CH2:2][CH:3]1[O:4][CH2:5][CH:6]2[CH:7]([O:10][C:13]([CH3:15])([CH3:12])[O:11]2)[CH2:8][O:9]1. Procedure: A mixture of 0.93 mol (211 g) of 2-bromomethyl-5,6-dihydroxy-1,3-dioxepane, 5.75 mol (422 ml) of acetone, 1.8 g of p-toluenesulphonic acid and 750 ml of methylene chloride was heated under reflux and the water formed was separated by means of a water separator. After about 9 h, the methylene chloride was drawn off in the rotary evaporator (filter pump), and the residue underwent fractional distillation under a medium high vacuum. At 89°-92° C. (0.5 mbar), 231 g of 4-bromomethyl-9,9-dimethyl-3,5,... The reactants are C(C)(C)(C)OC(=O)NC1=C(C=CC=C1)NC(C1=CC=C(C=C1)B1OC(C(O1)(C)C)(C)C)=O (N-(2-t-Butoxycarbonylaminophenyl)-4-(4,4,5,5-tetramethyl-1,3,2-dioxaborolan-2-yl)benzamide), BrC1=NC=CC=C1 (2-bromopyridine), C(O)([O-])=O.[Na+] (sodium hydrogen carbonate). The reagents and catalysts are C=1C=CC(=CC1)[P](C=2C=CC=CC2)(C=3C=CC=CC3)[Pd]([P](C=4C=CC=CC4)(C=5C=CC=CC5)C=6C=CC=CC6)([P](C=7C=CC=CC7)(C=8C=CC=CC8)C=9C=CC=CC9)[P](C=1C=CC=CC1)(C=1C=CC=CC1)C=1C=CC=CC1 (tetrakis(triphenylphosphine)palladium). Solvent: COCCOC (1,2-dimethyoxyethane). Yields the product C(C)(C)(C)OC(=O)NC1=C(C=CC=C1)NC(C1=CC=C(C=C1)C1=NC=CC=C1)=O (N-(2-t-Butoxycarbonylaminophenyl)-4-pyridin-2-ylbenzamide). Yield: 88.3%. RXN SMILES: [C:1]([O:5][C:6]([NH:8][C:9]1[CH:14]=[CH:13][CH:12]=[CH:11][C:10]=1[NH:15][C:16](=[O:32])[C:17]1[CH:22]=[CH:21][C:20](B2OC(C)(C)C(C)(C)O2)=[CH:19][CH:18]=1)=[O:7])([CH3:4])([CH3:3])[CH3:2].Br[C:34]1[CH:39]=[CH:38][CH:37]=[CH:36][N:35]=1.C(=O)([O-])O.[Na+]>C1C=CC([P]([Pd]([P](C2C=CC=CC=2)(C2C=CC=CC=2)C2C=CC=CC=2)([P](C2C=CC=CC=2)(C2C=CC=CC=2)C2C=CC=CC=2)[P](C2C=CC=CC=2)(C2C=CC=CC=2)C2C=CC=CC=2)(C2C=CC=CC=2)C2C=CC=CC=2)=CC=1.COCCOC>[C:1]([O:5][C:6]([NH:8][C:9]1[CH:14]=[CH:13][CH:12]=[CH:11][C:10]=1[NH:15][C:16](=[O:32])[C:17]1[CH:18]=[CH:19][C:20]([C:34]2[CH:39]=[CH:38][CH:37]=[CH:36][N:35]=2)=[CH:21][CH:22]=1)=[O:7])([CH3:4])([CH3:2])[CH3:3] |f:2.3,^1:48,50,69,88|. Procedure: N-(2-t-Butoxycarbonylaminophenyl)-4-(4,4,5,5-tetramethyl-1,3,2-dioxaborolan-2-yl)benzamide (Method 13; 132 mg, 0.3 mmol), 2-bromopyridine (40 mg, 0.25 mmol), tetrakis(triphenylphosphine)palladium (4 mg, 0.004 mmol), 1,2-dimethyoxyethane (1.5 ml) and a saturated aqueous solution of sodium hydrogen carbonate (1.5 ml) were stirred at 80-85° C. under an atmosphere of argon for 24 hours. The mixture was allowed to cool before being partitioned between ethyl acetate and water. The organics were separa...